Dataset: the Open Reaction Database (ORD), a public repository of structured organic reaction records. Task: describe an organic reaction: reactants, conditions, products, and yield Yield: 91.0%. RXN SMILES: [O:1]=[C:2]1[CH2:10][CH2:9][CH2:8][C:7]2[NH:6][C:5]([C:11]#[N:12])=[CH:4][C:3]1=2.[Cl:13][C:14]1[CH:15]=[C:16]([CH:19]=[CH:20][C:21]=1[Cl:22])[CH2:17]Cl.[I-].[K+].C(=O)([O-])[O-].[K+].[K+]>CN(C=O)C.CCOCC>[Cl:13][C:14]1[CH:15]=[C:16]([CH:19]=[CH:20][C:21]=1[Cl:22])[CH2:17][N:6]1[C:7]2[CH2:8][CH2:9][CH2:10][C:2](=[O:1])[C:3]=2[CH:4]=[C:5]1[C:11]#[N:12] |f:2.3,4.5.6|. Procedure details: 4-Oxo4,5,6,7-tetrahydroindol-2-carbonitrile (5.5 g) (Estep, K. G.; Synthetic Communications, 1995, 25, 507-514) in DMF (100 mL) was stirred with 3,4-dichlorobenzyl chloride (5.86 g), potassium iodide (cat.) and potassium carbonate (5.5 g) overnight until reaction was complete. The mixture was poured onto ice and partitioned between water and methylene chloride. The organic phase was washed with brine and dried (MgSO4), and the solvents removed in vacuo, to afford a pale yellow solid. Trituration... The solvent is CCOCC (ether), CN(C)C=O (DMF). The product is ClC=1C=C(CN2C(=CC=3C(CCCC23)=O)C#N)C=CC1Cl (1-(3,4-dichlorobenzyl)-4-oxo-4,5,6,7-tetrahydroindole-2-carbonitrile). The reactants are O=C1C=2C=C(NC2CCC1)C#N (4-Oxo4,5,6,7-tetrahydroindol-2-carbonitrile), ClC=1C=C(CCl)C=CC1Cl (3,4-dichlorobenzyl chloride), [I-].[K+] (potassium iodide), C([O-])([O-])=O.[K+].[K+] (potassium carbonate). The reactants are ClS(=O)(=O)O (chlorosulfonic acid), OC1=CC=C(C=C1)C=1N=C(SC1)C1=CC(=C(C=C1)OC)OC (4-hydroxyphenyl-2-(3,4-dimethoxyphenyl)thiazole). Run in N1=CC=CC=C1 (pyridine). Conditions: temperature 50 celsius, time 12 hour. Product: OS(=O)(=O)OC1=CC=C(C=C1)C=1N=C(SC1)C1=CC(=C(C=C1)OC)OC (4-(4-hydroxysulfonyloxyphenyl)-2-(3,4-dimethoxyphenyl)thiazole). As a reaction SMILES: Cl[S:2]([OH:5])(=[O:4])=[O:3].[OH:6][C:7]1[CH:12]=[CH:11][C:10]([C:13]2[N:14]=[C:15]([C:18]3[CH:23]=[CH:22][C:21]([O:24][CH3:25])=[C:20]([O:26][CH3:27])[CH:19]=3)[S:16][CH:17]=2)=[CH:9][CH:8]=1>N1C=CC=CC=1>[OH:5][S:2]([O:6][C:7]1[CH:12]=[CH:11][C:10]([C:13]2[N:14]=[C:15]([C:18]3[CH:23]=[CH:22][C:21]([O:24][CH3:25])=[C:20]([O:26][CH3:27])[CH:19]=3)[S:16][CH:17]=2)=[CH:9][CH:8]=1)(=[O:4])=[O:3]. Procedure details: 2 ml of chlorosulfonic acid was dropwise added to 40 ml of pyridine at room temperature. The mixture was stirred at 50° C. for 12 hours. Thereto was added 0.33 g of 4-(4-hydroxyphenyl-2-(3,4-dimethoxyphenyl)thiazole. The mixture was stirred at 50° C. for 6 hours and then at room temperature overnight. The reaction mixture was concentrated to dryness under reduced pressure. The residue was mixed with water and the resulting crystals were collected by filtration. The resulting 4-(4-hydroxysulfonyl... Reactants: compound, C(C)C(CN1C(=NC2=C1C=CC=C2)C)CCCC (1-(2-ethylhexyl)-2-methylbenzimidazole), NC1=C(C=CC=C1)O (o-aminophenol), [S] (sulfur). Solvent: N1=CC=CC=C1 (pyridine). The product is C(C)C(CN1C(=NC2=C1C=CC=C2)C=2OC1=C(N2)C=CC=C1)CCCC (2-(1-(2-Ethylhexyl)benzimidazol-2-yl)-benzoxazole). As a reaction SMILES: [CH2:1]([CH:3]([CH2:15][CH2:16][CH2:17][CH3:18])[CH2:4][N:5]1[C:9]2[CH:10]=[CH:11][CH:12]=[CH:13][C:8]=2[N:7]=[C:6]1[CH3:14])[CH3:2].[NH2:19][C:20]1[CH:25]=[CH:24][CH:23]=[CH:22][C:21]=1[OH:26].[S]>N1C=CC=CC=1>[CH2:1]([CH:3]([CH2:15][CH2:16][CH2:17][CH3:18])[CH2:4][N:5]1[C:9]2[CH:10]=[CH:11][CH:12]=[CH:13][C:8]=2[N:7]=[C:6]1[C:14]1[O:26][C:21]2[CH:22]=[CH:23][CH:24]=[CH:25][C:20]=2[N:19]=1)[CH3:2] |^3:26|. Procedure details: 24.4 g (0.1 mol) of 1-(2-ethylhexyl)-2-methylbenzimidazole (prepared by heating N-2-ethylhexyl-o-phenylenediamine in acetic acid/hydrochloric acid), 10.9 g (0.1 mol) of o-aminophenol and 9.6 g (0.3 mol) of sulfur in 100 ml of pyridine are heated under reflux for 18 hours. After cooling to room temperature, the crude product is precipitated by addition of water. Multiple recrystallization from n-hexane with addition of active charcoal gives 5.7 g (16% of theory) of product, which according to mel... Reactants: C(C)C1=CC=C(C=C1)C(CC=1NC=CN1)=O (1-(4-ethylphenyl)-2-imidazolylethan-1-one), CN(C)C(OC)OC (N,N-dimethylformamidedimethyl acetal). Product: CN(/C=C(/C(=O)C1=CC=C(C=C1)CC)\C=1NC=CN1)C ((2E)-3-(dimethylamino)-1-(4-ethylphenyl)-2-imidazolylprop-2-en-1-one). Reaction SMILES: [CH2:1]([C:3]1[CH:8]=[CH:7][C:6]([C:9](=[O:16])[CH2:10][C:11]2[NH:12][CH:13]=[CH:14][N:15]=2)=[CH:5][CH:4]=1)[CH3:2].[CH3:17][N:18]([CH:20](OC)OC)[CH3:19]>>[CH3:17][N:18]([CH3:20])/[CH:19]=[C:10](\[C:11]1[NH:12][CH:13]=[CH:14][N:15]=1)/[C:9]([C:6]1[CH:5]=[CH:4][C:3]([CH2:1][CH3:2])=[CH:8][CH:7]=1)=[O:16]. Procedure: 1 mmol of 1-(4-ethylphenyl)-2-imidazolylethan-1-one was heated to 80° C. in N,N-dimethylformamidedimethyl acetal for six hours and concentrated in vacuo to obtain (2E)-3-(dimethylamino)-1-(4-ethylphenyl)-2-imidazolylprop-2-en-1-one. Starting materials: O=C([O-])[O-], CCOC(C)=O, [Cs+], [Cs+], O=Cc1ccc(F)cc1, CN(C)C=O, O=C1NC(=O)C(Cc2ccc(O)cc2)S1, O=C(O)CC(O)(CC(=O)O)C(=O)O. The product is O=Cc1ccc(Oc2ccc(CC3SC(=O)NC3=O)cc2)cc1. Reaction SMILES: [C:25](=[O:26])([O-:27])[O-:28].[CH3:49][CH2:50][O:51][C:52](=[O:53])[CH3:54].[Cs+:29].[Cs+:30].[F:16][c:17]1[cH:18][cH:19][c:20]([CH:21]=[O:22])[cH:23][cH:24]1.[O:44]=[CH:45][N:46]([CH3:47])[CH3:48].[OH:1][c:2]1[cH:3][cH:4][c:5]([CH2:6][CH:7]2[C:8](=[O:13])[NH:9][C:10](=[O:12])[S:11]2)[cH:14][cH:15]1.[OH:31][C:32]([CH2:33][C:34]([C:35](=[O:36])[OH:37])([CH2:38][C:39](=[O:40])[OH:41])[OH:42])=[O:43]>>[O:1]([c:2]1[cH:3][cH:4][c:5]([CH2:6][CH:7]2[C:8](=[O:13])[NH:9][C:10](=[O:12])[S:11]2)[cH:14][cH:15]1)[c:17]1[cH:18][cH:19][c:20]([CH:21]=[O:22])[cH:23][cH:24]1. Reactants: CCOC(=O)C=Cc1c[nH]c2c(C#N)c(F)ccc12, C1CCOC1, Cl[Pd]Cl. Yields the product CCOC(=O)CCc1c[nH]c2c(C#N)c(F)ccc12. As a reaction SMILES: [C:1](#[N:2])[c:3]1[c:4]([F:19])[cH:5][cH:6][c:7]2[c:8]([CH:12]=[CH:13][C:14](=[O:15])[O:16][CH2:17][CH3:18])[cH:9][nH:10][c:11]12.[CH2:20]1[O:21][CH2:22][CH2:23][CH2:24]1.[Pd:25]([Cl:26])[Cl:27]>>[C:1](#[N:2])[c:3]1[c:4]([F:19])[cH:5][cH:6][c:7]2[c:8]([CH2:12][CH2:13][C:14](=[O:15])[O:16][CH2:17][CH3:18])[cH:9][nH:10][c:11]12. Reactants: CS(=O)(=O)Nc1ccc(OC(=O)c2ccc(CCBr)cc2)cc1, O=C([O-])[O-], CC(C)=O, [K+], [K+]. The product is C=Cc1ccc(C(=O)Oc2ccc(NS(C)(=O)=O)cc2)cc1. Reaction SMILES: [Br:1][CH2:2][CH2:3][c:4]1[cH:5][cH:6][c:7]([C:8](=[O:9])[O:10][c:11]2[cH:12][cH:13][c:14]([NH:17][S:18](=[O:19])(=[O:20])[CH3:21])[cH:15][cH:16]2)[cH:22][cH:23]1.[C:24](=[O:25])([O-:26])[O-:27].[CH3:30][C:31](=[O:32])[CH3:33].[K+:28].[K+:29]>>[CH2:2]=[CH:3][c:4]1[cH:5][cH:6][c:7]([C:8](=[O:9])[O:10][c:11]2[cH:12][cH:13][c:14]([NH:17][S:18](=[O:19])(=[O:20])[CH3:21])[cH:15][cH:16]2)[cH:22][cH:23]1.